From a dataset of the Open Reaction Database (ORD), a public repository of structured organic reaction records. describe an organic reaction: reactants, conditions, products, and yield The solvent is C(Cl)Cl (DCM), C(Cl)Cl (DCM). Starting materials: C(#N)C1(CN(CCC1)C(=O)OC(C)(C)C)O (tert-butyl 3-cyano-3-hydroxypiperidine-1-carboxylate), CCN(CC)S(F)(F)F (DAST). Yields the product C(#N)C1(CN(CCC1)C(=O)OC(C)(C)C)F (tert-butyl 3-cyano-3-fluoropiperidine-1-carboxylate). The yield is 96.0%. RXN SMILES: [C:1]([C:3]1(O)[CH2:8][CH2:7][CH2:6][N:5]([C:9]([O:11][C:12]([CH3:15])([CH3:14])[CH3:13])=[O:10])[CH2:4]1)#[N:2].CCN(S(F)(F)[F:23])CC>C(Cl)Cl>[C:1]([C:3]1([F:23])[CH2:8][CH2:7][CH2:6][N:5]([C:9]([O:11][C:12]([CH3:15])([CH3:14])[CH3:13])=[O:10])[CH2:4]1)#[N:2]. Procedure: To a solution of tert-butyl 3-cyano-3-hydroxypiperidine-1-carboxylate (5.7 g, 25.1 mmol) in DCM (50 mL) cooled to −78° C., DAST (4.85 g, 30.1 mmol) was added drop-wise and the resulting solution stirred at −78° C. for 1 hour. The reaction was warmed to 0° C. and stirred for an additional 1 hour. The reaction mixture was diluted with DCM and quenched with sat. aq. NaHCO3. The combined extracts were dried by Na2SO4, filtered and concentrated in vacuo to afford crude title compound as a pale yellow... Run at temperature -78 celsius, time 1 hour. Reactants: O=C[C@H](O)[C@H](O)[C@H](O)CO (D-ribose), CO (methanol), Cl (HCl). The product is O([C@H]1[C@H](O)[C@H](O)[C@H](O1)CO)C (methyl β-D-ribofuranoside). Reaction SMILES: [O:1]=[CH:2][C@@H:3]([C@@H:5]([C@@H:7]([CH2:9][OH:10])[OH:8])[OH:6])[OH:4].Cl.[CH3:12]O>>[O:1]([CH3:12])[C@@H:2]1[O:8][C@H:7]([CH2:9][OH:10])[C@@H:5]([OH:6])[C@H:3]1[OH:4]. Procedure: D-ribose (2.0 g) was dissolved in methanol (40 ml), to which was added 1N methanolic HCl solution (4 ml) and the mixture was allowed to stand at 5° C to produce methyl β-D-ribofuranoside. The compound formed was dissolved in pyridine (50 ml) and the solution was subjected to action of nitrobenzoyl chloride 8.2 g at room temperature. The solvent was distilled off and the residue was dissolved in chloroform. The solution was washed with saturated sodium hydrogen carbonate solution, dried over anhy... Starting materials: COC=1C=CC2=C(C[C@H](O2)COS(=O)(=O)C=2C(=CC=CC2)C)C1 ((S)-Toluenesulfonic acid 5-methoxy-2,3-dihydro-benzofuran-2-ylmethyl ester), CC1=CC=C(CC2(CCNCC2)O)C=C1 (4-(4-methyl-benzyl)-piperidin-4-ol), C(=O)([O-])[O-].[Na+].[Na+] (Na2CO3), C(Cl)Cl.CO (CH2Cl2 MeOH). Solvent: CN(C)C=O (DMF). Conditions: temperature 110 celsius. Product: COC=1C=CC2=C(C[C@H](O2)CN2CCC(CC2)(O)CC2=CC=C(C=C2)C)C1 ((S)-1-(5-methoxy-2,3-dihydro-benzofuran-2-ylmethyl)-4-(4-methyl-benzyl)-piperidin-4-ol). Yield: 87.2%. Reaction SMILES: [CH3:1][O:2][C:3]1[CH:4]=[CH:5][C:6]2[O:10][C@H:9]([CH2:11]OS(C3C(C)=CC=CC=3)(=O)=O)[CH2:8][C:7]=2[CH:23]=1.[CH3:24][C:25]1[CH:38]=[CH:37][C:28]([CH2:29][C:30]2([OH:36])[CH2:35][CH2:34][NH:33][CH2:32][CH2:31]2)=[CH:27][CH:26]=1.C([O-])([O-])=O.[Na+].[Na+].C(Cl)Cl.CO>CN(C=O)C>[CH3:1][O:2][C:3]1[CH:4]=[CH:5][C:6]2[O:10][C@H:9]([CH2:11][N:33]3[CH2:34][CH2:35][C:30]([CH2:29][C:28]4[CH:27]=[CH:26][C:25]([CH3:24])=[CH:38][CH:37]=4)([OH:36])[CH2:31][CH2:32]3)[CH2:8][C:7]=2[CH:23]=1 |f:2.3.4,5.6|. Procedure: (S)-Toluenesulfonic acid 5-methoxy-2,3-dihydro-benzofuran-2-ylmethyl ester (2.30g, 6.88 mmol) and 4-(4-methyl-benzyl)-piperidin-4-ol (1.62 g, 7.9 mmol) and Na2CO3 (1.10 g, 10.3 mmol) were suspended in DMF and heated at 110° C. for 1 hr. After cooling to ambient temperature distilled H2O and EtOAc were added (100 ml) and the mixture shaken, the organic phase was then separated and the aqueous phase extracted with EtOAc (10 ml). The combined organic extracts were then washed with satd. NaCl soluti... The reactants are N=1NN=CC1 (2H-1,2,3-triazole), [H-].[Na+] (sodium hydride), CN(C=O)C (N,N-dimethylformamide), ice water, CC(C(=O)OC1=C(C=C(C=C1)CBr)Cl)(C)C (4-bromomethyl-2-chlorophenyl 2,2-dimethylpropanoate), CN(C=O)C (N,N-dimethylformamide), [H][H] (hydrogen). Run at temperature 10 celsius, time 2 hour. Yields the product CC(C(=O)OC1=C(C(=C(C=C1)N1N=CC=N1)C)Cl)(C)C (2-chloro-4-(2-2H-1,2,3-triazolyl)-methylphenyl 2,2-dimethylpropanoate). Reaction SMILES: [N:1]1[NH:2][N:3]=[CH:4][CH:5]=1.[H-].[Na+].[H][H].[CH3:10][C:11]([CH3:25])([CH3:24])[C:12]([O:14][C:15]1[CH:20]=[CH:19][C:18](CBr)=[CH:17][C:16]=1[Cl:23])=[O:13].[CH3:26]N(C)C=O>>[CH3:25][C:11]([CH3:10])([CH3:24])[C:12]([O:14][C:15]1[CH:20]=[CH:19][C:18]([N:2]2[N:3]=[CH:4][CH:5]=[N:1]2)=[C:17]([CH3:26])[C:16]=1[Cl:23])=[O:13] |f:1.2|. Procedure: A mixture of 2H-1,2,3-triazole (2.26 g), sodium hydride (60%, 1.31 g) and anhydrous N,N-dimethylformamide (100 ml) was stirred at 60° to 70° C. under a nitrogen atmosphere for 2 hours. After the evolution of hydrogen gas ceased, the mixture was cooled to 10° C. To this mixture was added dropwise an anhydrous N,N-dimethylformamide (150 ml) solution of 4-bromomethyl-2-chlorophenyl 2,2-dimethylpropanoate (10 g) at room temperature under stirring over 1 hour, and the mixture was stirred at 80° C. fo... The reactants are [N+](=O)([O-])C=1C=C2CC(CC2=CC1)=O (5-Nitro-2-indanone), C(C1=CC=CC=C1)N (benzylamine), C(C)(=O)O (acetic acid), C(#N)[BH3-].[Na+] (Sodium cyanoborohydride). Run in CO (MeOH), C1CCOC1 (THF). Reaction conditions: temperature 0 celsius, time 14 hour. Product: [N+](=O)([O-])C=1C=C2CC(CC2=CC1)NCC1=CC=CC=C1 (5-nitro-2-(phenylmethyl)aminoindane). Reaction SMILES: [N+:1]([C:4]1[CH:5]=[C:6]2[C:10](=[CH:11][CH:12]=1)[CH2:9][C:8](=O)[CH2:7]2)([O-:3])=[O:2].[CH2:14]([NH2:21])[C:15]1[CH:20]=[CH:19][CH:18]=[CH:17][CH:16]=1.C(O)(=O)C.C([BH3-])#N.[Na+]>CO.C1COCC1>[N+:1]([C:4]1[CH:5]=[C:6]2[C:10](=[CH:11][CH:12]=1)[CH2:9][CH:8]([NH:21][CH2:14][C:15]1[CH:20]=[CH:19][CH:18]=[CH:17][CH:16]=1)[CH2:7]2)([O-:3])=[O:2] |f:3.4|. Procedure: 5-Nitro-2-indanone (1.48 g, 8.36 mmol), benzylamine (4.40 ml, 41.8 mmol), acetic acid (15.0 ml), 4 Å molecular sieves (20 ml), THF (15 ml), and MeOH (15 ml) were introduced into a flask and cooled to 0° C. Sodium cyanoborohydride (1.05 g, 16.7 mmol) was then added portionwise over a 5-minute period. The mixture was stirred for 14 hr, filtered through celite, and concentrated to a syrup. The mixture was made basic with 2N NaOH and extracted with ether (3×50 ml). The combined exacts were washed wi... Reported procedure: Dissolved in 5 ml of water was 5.28 g of 2-{4-(3-butoxy-2-hydroxypropoxy)phenylcarbamoyl}ethyldimethylsulfonium p-toluenesulfonate. To the solution was added a solution of 9 g of sodium picrylsulfonate in 10 ml of water. The crystals separating out were filtered off and recrystallized from ethanol, giving 6.50 g of 2-{4-(3-butoxy-2-hydroxypropoxy)phenylcarbamoyl}ethyldimethylsulfonium picrylsulfonate (Compound 15) in 93.5% yield, M.P. 106° to 108° C. Solvent: O (water), O (water). The product is C1(=C([N+](=O)[O-])C=C([N+](=O)[O-])C=C1[N+](=O)[O-])S(=O)(=O)[O-].C(CCC)OCC(COC1=CC=C(C=C1)NC(=O)CC[S+](C)C)O (2-{4-(3-butoxy-2-hydroxypropoxy)phenylcarbamoyl}ethyldimethylsulfonium picrylsulfonate). As a reaction SMILES: C1(C)C=CC(S([O-])(=O)=O)=CC=1.[CH2:12]([O:16][CH2:17][CH:18]([OH:35])[CH2:19][O:20][C:21]1[CH:26]=[CH:25][C:24]([NH:27][C:28]([CH2:30][CH2:31][S+:32]([CH3:34])[CH3:33])=[O:29])=[CH:23][CH:22]=1)[CH2:13][CH2:14][CH3:15].[C:36]1([S:51]([O-:54])(=[O:53])=[O:52])[C:47]([N+:48]([O-:50])=[O:49])=[CH:46][C:42]([N+:43]([O-:45])=[O:44])=[CH:41][C:37]=1[N+:38]([O-:40])=[O:39].[Na+]>O>[C:36]1([S:51]([O-:54])(=[O:52])=[O:53])[C:37]([N+:38]([O-:40])=[O:39])=[CH:41][C:42]([N+:43]([O-:45])=[O:44])=[CH:46][C:47]=1[N+:48]([O-:50])=[O:49].[CH2:12]([O:16][CH2:17][CH:18]([OH:35])[CH2:19][O:20][C:21]1[CH:22]=[CH:23][C:24]([NH:27][C:28]([CH2:30][CH2:31][S+:32]([CH3:33])[CH3:34])=[O:29])=[CH:25][CH:26]=1)[CH2:13][CH2:14][CH3:15] |f:0.1,2.3,5.6|. Yield: 100.1%. Starting materials: C1(=CC=C(C=C1)S(=O)(=O)[O-])C.C(CCC)OCC(COC1=CC=C(C=C1)NC(=O)CC[S+](C)C)O (2-{4-(3-butoxy-2-hydroxypropoxy)phenylcarbamoyl}ethyldimethylsulfonium p-toluenesulfonate), C1(=C([N+](=O)[O-])C=C([N+](=O)[O-])C=C1[N+](=O)[O-])S(=O)(=O)[O-].[Na+] (sodium picrylsulfonate). Reactants: C(C1=CC=CC=C1)OC(N(CC1=C(C=CC(=C1)C(F)(F)F)B1OC(C(O1)(C)C)(C)C)CC)=O (ethyl-[2-(4,4,5,5-tetramethyl-[1,3,2]dioxaborolan-2-yl)-5-trifluoromethyl-benzyl]-carbamic acid benzyl ester), C(C)OC(CC1=CC(=CC(=C1)OS(=O)(=O)C(F)(F)F)Cl)=O ((3-chloro-5-trifluoromethanesulfonyloxy-phenyl)-acetic acid ethyl ester). Yields the product C(C)OC(CC=1C=C(C=C(C1)Cl)C1=C(C=C(C=C1)C(F)(F)F)CN(CC)C(=O)OCC1=CC=CC=C1)=O ({2′-[(Benzyloxycarbonyl-ethyl-amino)-methyl]-5-chloro-4′-trifluoromethyl-biphenyl-3-yl}-acetic acid ethyl ester). Reaction SMILES: [CH2:1]([O:8][C:9](=[O:33])[N:10]([CH2:31][CH3:32])[CH2:11][C:12]1[CH:17]=[C:16]([C:18]([F:21])([F:20])[F:19])[CH:15]=[CH:14][C:13]=1B1OC(C)(C)C(C)(C)O1)[C:2]1[CH:7]=[CH:6][CH:5]=[CH:4][CH:3]=1.[CH2:34]([O:36][C:37](=[O:54])[CH2:38][C:39]1[CH:44]=[C:43](OS(C(F)(F)F)(=O)=O)[CH:42]=[C:41]([Cl:53])[CH:40]=1)[CH3:35]>>[CH2:34]([O:36][C:37](=[O:54])[CH2:38][C:39]1[CH:44]=[C:43]([C:13]2[CH:14]=[CH:15][C:16]([C:18]([F:20])([F:19])[F:21])=[CH:17][C:12]=2[CH2:11][N:10]([C:9]([O:8][CH2:1][C:2]2[CH:7]=[CH:6][CH:5]=[CH:4][CH:3]=2)=[O:33])[CH2:31][CH3:32])[CH:42]=[C:41]([Cl:53])[CH:40]=1)[CH3:35]. Procedure: Prepared according to the procedure described in Example 1, Step 4, using the following starting materials: ethyl-[2-(4,4,5,5-tetramethyl-[1,3,2]dioxaborolan-2-yl)-5-trifluoromethyl-benzyl]-carbamic acid benzyl ester and (3-chloro-5-trifluoromethanesulfonyloxy-phenyl)-acetic acid ethyl ester.